Dataset: the Open Reaction Database (ORD), a public repository of structured organic reaction records. Task: describe an organic reaction: reactants, conditions, products, and yield Starting materials: NC1=C(C=NN1C1=NN2C(CCCC2)=C1Cl)C#N (5-amino-1-(3-chloro-4,5,6,7-tetrahydropyrazolo-[1,5-a]pyridin-2-yl)-4-pyrazolecarbonitrile), O1CCCC1 (tetrahydrofuran), ICC (iodoethane), O1CCCC1 (tetrahydrofuran), [H-].[Na+] (Sodium hydride), O1CCCC1 (tetrahydrofuran), O (Water). Reaction conditions: temperature 0 celsius, time 1.5 hour. Yields the product ClC=1C(=NN2C1CCCC2)N2N=CC(=C2N(CC)CC)C#N (1-(3-Chloro-4,5,6,7-tetrahydropyrazolo[1,5-a]pyridin-2-yl)-5-diethylamino-4-pyrazolecarbonitrile). As a reaction SMILES: [H-].[Na+].[NH2:3][C:4]1[N:8]([C:9]2[C:17]([Cl:18])=[C:12]3[CH2:13][CH2:14][CH2:15][CH2:16][N:11]3[N:10]=2)[N:7]=[CH:6][C:5]=1[C:19]#[N:20].I[CH2:22][CH3:23].O.O1CC[CH2:27][CH2:26]1>>[Cl:18][C:17]1[C:9]([N:8]2[C:4]([N:3]([CH2:22][CH3:23])[CH2:26][CH3:27])=[C:5]([C:19]#[N:20])[CH:6]=[N:7]2)=[N:10][N:11]2[CH2:16][CH2:15][CH2:14][CH2:13][C:12]=12 |f:0.1|. Procedure: 10.45 g (0.35 mol) Sodium hydride (80%) was added to 100 ml tetrahydrofuran and cooled to 0° C. In a nitrogen atmosphere, a suspension of 43.6 g (0.17 mol) 5-amino-1-(3-chloro-4,5,6,7-tetrahydropyrazolo-[1,5-a]pyridin-2-yl)-4-pyrazolecarbonitrile in 500 ml tetrahydrofuran was added dropwise. The mixture was stirred for 1.5 hours. Then 31.4 ml (0.38 mol) iodoethane in 20 ml tetrahydrofuran was added dropwise at 15° C. After stirring for three hours at 15° C., the mixture was cooled. Water was the... As a reaction SMILES: [CH:1]1[CH:6]=[CH:5][C:4]([NH:7][C:8]2[CH:13]=[CH:12][CH:11]=[C:10]([Cl:14])[CH:9]=2)=[CH:3][CH:2]=1.N1C=CC=CC=1.[Cl:21][C:22](Cl)([O:24]C(=O)OC(Cl)(Cl)Cl)Cl>C(Cl)Cl>[Cl:14][C:10]1[CH:9]=[C:8]([N:7]([C:4]2[CH:3]=[CH:2][CH:1]=[CH:6][CH:5]=2)[C:22]([Cl:21])=[O:24])[CH:13]=[CH:12][CH:11]=1. Reactants: C1=CC=C(C=C1)NC2=CC(=CC=C2)Cl (3-chlorodiphenylamine), N1=CC=CC=C1 (pyridine), ClC(Cl)(OC(OC(Cl)(Cl)Cl)=O)Cl (triphosgene). The solvent is C(Cl)Cl (CH2Cl2). Product: ClC=1C=C(C=CC1)N(C(=O)Cl)C1=CC=CC=C1 (N-(3-chlorophenyl)-N-phenylcarbamoyl chloride). Procedure details: To a solution of 3-chlorodiphenylamine (3.0 g) and pyridine (1.43 mL) in CH2Cl2 (30 mL) was added triphosgene (1.75 g) at 5° C. After stirring at room temperature for 6 hours, the mixture was evaporated, diluted with EtOAc, washed with water and brine, dried over magnesium sulfate, and evaporated in vacuo. The residue was purified by silica gel column chromatography (hexane-EtOAc 15:1) to give N-(3-chlorophenyl)-N-phenylcarbamoyl chloride (4.05 g) as an oil. Run at time 6 hour. Isolated yield 258.1%. Starting materials: B(F)(F)F (boron trifluoride), solution, CN(C)C(C(=O)OCC)=C (ethyl dimethylaminoacrylate), FC(C(F)F)(F)N(C)C (N-1,1,2,2-tetrafluoroethyldimethylamine), CNN (methylhydrazine). Run in CC#N (CH3CN), C(C)#N (acetonitrile), C(C)#N (acetonitrile). Conditions: time 30 minute. Yields the product FC(C1=NN(C=C1C(=O)OCC)C)F (Ethyl 3-(difluoromethyl)-1-methyl-1H-pyrazole-4-carboxylate). The yield is 80.9%. As a reaction SMILES: F[C:2]([N:7](C)C)(F)[CH:3]([F:5])[F:4].B(F)(F)F.CN([C:17](=[CH2:23])[C:18]([O:20][CH2:21][CH3:22])=[O:19])C.[CH3:24][NH:25]N>C(#N)C>[F:5][CH:3]([F:4])[C:2]1[C:17]([C:18]([O:20][CH2:21][CH3:22])=[O:19])=[CH:23][N:25]([CH3:24])[N:7]=1. Procedure details: 10.8 g of N-1,1,2,2-tetrafluoroethyldimethylamine were initially charged in 50 ml of acetonitrile under argon and 26 g of boron trifluoride as a 17% solution in CH3CN were added at RT. The mixture was stirred for 30 min and then admixed with 8.67 g of ethyl dimethylaminoacrylate. The mixture was stirred at RT for 2 h and then added slowly to the solution of 3.4 g of methylhydrazine in 10 ml of acetonitrile at 10° C. After stirring at RT for 2 h, the acetonitrile was removed completely under redu... The reactants are CN(C(=O)c1ccc(-c2ccc(F)cc2)cc1)C1CCc2cc(C#N)ccc2C1, [NH4+], CN(C)C=O, [OH-]. RXN SMILES: [C:1](#[N:2])[c:3]1[cH:4][c:5]2[c:10]([cH:11][cH:12]1)[CH2:9][CH:8]([N:13]([C:14](=[O:15])[c:16]1[cH:17][cH:18][c:19](-[c:22]3[cH:23][cH:24][c:25]([F:28])[cH:26][cH:27]3)[cH:20][cH:21]1)[CH3:29])[CH2:7][CH2:6]2.[NH4+:31].[O:32]=[CH:33][N:34]([CH3:35])[CH3:36].[OH-:30]>>[CH2:1]([NH2:2])[c:3]1[cH:4][c:5]2[c:10]([cH:11][cH:12]1)[CH2:9][CH:8]([N:13]([C:14](=[O:15])[c:16]1[cH:17][cH:18][c:19](-[c:22]3[cH:23][cH:24][c:25]([F:28])[cH:26][cH:27]3)[cH:20][cH:21]1)[CH3:29])[CH2:7][CH2:6]2. Yields the product CN(C(=O)c1ccc(-c2ccc(F)cc2)cc1)C1CCc2cc(CN)ccc2C1. The product is CCN(CC)CCNc1nc2cc3c(cc2[n+]([O-])n1)CCO3. As a reaction SMILES: [CH2:16]([CH3:17])[N:18]([CH2:19][CH2:20][NH2:21])[CH2:22][CH3:23].[CH3:24][O:25][CH2:26][CH2:27][O:28][CH3:29].[Cl:1][c:2]1[n:3][n+:4]([O-:15])[c:5]2[c:6]([n:7]1)[cH:8][c:9]1[c:10]([cH:11]2)[CH2:12][CH2:13][O:14]1>>[c:2]1([NH:21][CH2:20][CH2:19][N:18]([CH2:16][CH3:17])[CH2:22][CH3:23])[n:3][n+:4]([O-:15])[c:5]2[c:6]([n:7]1)[cH:8][c:9]1[c:10]([cH:11]2)[CH2:12][CH2:13][O:14]1. Starting materials: CCN(CC)CCN, COCCOC, [O-][n+]1nc(Cl)nc2cc3c(cc21)CCO3. Starting materials: Ti(OEt)4, CC(C)(C)[S@](=O)N ((S)-2-methylpropane-2-sulfinamide), CC(C)(C)[S@](=O)N ((S)-2-methylpropane-2-sulfinamide), ClC=1C=C(C=CC1Cl)CCC(C)=O (4-(3,4-dichlorophenyl)butan-2-one), ClC=1C=C(C=CC1Cl)CC\C(\C)=N\[S@@](=O)C(C)(C)C ((S,E)-N-(4-(3,4-dichlorophenyl)butan-2-ylidene)-2-methylpropane-2-sulfinamide), CCC([BH-](C(CC)C)C(CC)C)C.[Li+] (L-Selectride). Reagents/catalysts: C(C)O[Ti](OCC)(OCC)OCC (tetraethoxytitanium). Run in C(=O)=O (dry ice), CO (MeOH), C1CCOC1 (THF), C1CCOC1 (THF). Conditions: temperature 75 celsius, time 72 hour. Yields the product ClC=1C=C(C=CC1Cl)CC[C@@H](C)N[S@@](=O)C(C)(C)C ((S)-N-((R)-4-(3,4-dichlorophenyl)butan-2-yl)-2-methylpropane-2-sulfinamide). The yield is 59.6%. As a reaction SMILES: CC([S@@](N)=O)(C)C.ClC1C=C(CCC(=O)C)C=CC=1Cl.[Cl:21][C:22]1[CH:23]=[C:24]([CH2:29][CH2:30]/[C:31](=[N:33]/[S@:34]([C:36]([CH3:39])([CH3:38])[CH3:37])=[O:35])/[CH3:32])[CH:25]=[CH:26][C:27]=1[Cl:28].CCC(C)[BH-](C(C)CC)C(C)CC.[Li+]>C1COCC1.C(=O)=O.C(O[Ti](OCC)(OCC)OCC)C.CO>[Cl:21][C:22]1[CH:23]=[C:24]([CH2:29][CH2:30][C@H:31]([NH:33][S@:34]([C:36]([CH3:37])([CH3:39])[CH3:38])=[O:35])[CH3:32])[CH:25]=[CH:26][C:27]=1[Cl:28] |f:3.4|. Procedure details: To a stirred solution of (S)-2-methylpropane-2-sulfinamide (373 mg, 3.08 mmol) and 4-(3,4-dichlorophenyl)butan-2-one (700 mg, 3.22 mmol) in THF (2 mL) at rt was added tetraethoxytitanium (1.22 mL, 5.86 mmol). The reaction mixture was heated at 75° C. overnight, and allowed to cool and stay at rt for 72 h. Another equivalent of Ti(OEt)4 (1.22 mL, 5.86 mmol) and (S)-2-methylpropane-2-sulfinamide (373 mg, 3.08 mmol) were added. The reaction mixture was heated at 75° C. overnight. The THF solution o... The reactants are CC(C)(C)OC(=O)NC(Cc1ccccc1)C(=O)O, ClCCl, CNOC, Cl, O=P(Cl)(Cl)Oc1ccccc1, c1c[nH]cn1. The product is CON(C)C(=O)C(Cc1ccccc1)NC(=O)OC(C)(C)C. Reaction SMILES: [C:17]([CH3:18])([CH3:19])([CH3:20])[O:21][C:22](=[O:23])[NH:24][CH:25]([CH2:26][c:27]1[cH:28][cH:29][cH:30][cH:31][cH:32]1)[C:33](=[O:34])[OH:35].[CH2:41]([Cl:42])[Cl:43].[CH3:37][NH:38][O:39][CH3:40].[ClH:36].[c:6]1([O:7][P:8]([Cl:9])([Cl:10])=[O:11])[cH:12][cH:13][cH:14][cH:15][cH:16]1.[nH:1]1[cH:2][cH:3][n:4][cH:5]1>>[C:17]([CH3:18])([CH3:19])([CH3:20])[O:21][C:22](=[O:23])[NH:24][CH:25]([CH2:26][c:27]1[cH:28][cH:29][cH:30][cH:31][cH:32]1)[C:33](=[O:35])[N:38]([CH3:37])[O:39][CH3:40]. Procedure details: 3-Trifluoromethylphenyl thiourea (200 mg, 0.91 mmol), 4-cyanobenzaldehyde (238.2 mg, 1.82 mmol) and 3-oxobutanamide (183 mg, 1.82 mmol) are dissolved in 5 ml THF. Ethyl polyphosphate (0.30 g) is added and the reaction mixture is stirred at reflux temperature overnight. After cooling to room temperature, it is quenched with 10 ml of water and extracted with 10 ml ethyl acetate (2×). The combined organic layers are dried with sodium sulfate and the solvent is removed in vacuo. The product is purif... Solvent: C1CCOC1 (THF). As a reaction SMILES: [F:1][C:2]([F:14])([F:13])[C:3]1[CH:4]=[C:5]([NH:9][C:10]([NH2:12])=[S:11])[CH:6]=[CH:7][CH:8]=1.[C:15]([C:17]1[CH:24]=[CH:23][C:20]([CH:21]=O)=[CH:19][CH:18]=1)#[N:16].O=[C:26]([CH3:31])[CH2:27][C:28]([NH2:30])=[O:29]>C1COCC1>[C:15]([C:17]1[CH:24]=[CH:23][C:20]([CH:21]2[C:27]([C:28]([NH2:30])=[O:29])=[C:26]([CH3:31])[N:9]([C:5]3[CH:6]=[CH:7][CH:8]=[C:3]([C:2]([F:1])([F:13])[F:14])[CH:4]=3)[C:10](=[S:11])[NH:12]2)=[CH:19][CH:18]=1)#[N:16]. Yields the product C(#N)C1=CC=C(C=C1)C1NC(N(C(=C1C(=O)N)C)C1=CC(=CC=C1)C(F)(F)F)=S (4-(4-Cyanophenyl)-6-methyl-2-thioxo-1-[3-(trifluoromethyl)phenyl]-1,2,3,4-tetrahydro-5-pyrimidinecarboxamide). Reactants: Ethyl polyphosphate, FC(C=1C=C(C=CC1)NC(=S)N)(F)F (3-Trifluoromethylphenyl thiourea), C(#N)C1=CC=C(C=O)C=C1 (4-cyanobenzaldehyde), O=C(CC(=O)N)C (3-oxobutanamide). The reactants are C(C)(C)(C)OC(=O)N1CCN(CC1)C1=CC(=CC=2N1N=C(N2)N)C=2C=NC=CC2 (4-(2-amino-7-pyridin-3-yl-[1,2,4]triazolo[1,5-a]pyridin-5-yl)-piperazine-1-carboxylic acid tert-butyl ester), S(=O)(=O)(C1=CC=C(C)C=C1)N=C=O (TsNCO), C(C)N (Ethylamine), solution. Solvent: CN(C)C=O (DMF), C1CCOC1 (THF). Reaction conditions: time 8 hour. Yields the product C(C)(C)(C)OC(=O)N1CCN(CC1)C1=CC(=CC=2N1N=C(N2)NC(=O)NCC)C=2C=NC=CC2 (4-[2-(3-ethyl-ureido)-7-pyridin-3-yl-[1,2,4]triazolo[1,5-a]pyridin-5-yl]-piperazine-1-carboxylic acid tert-butyl ester). As a reaction SMILES: [C:1]([O:5][C:6]([N:8]1[CH2:13][CH2:12][N:11]([C:14]2[N:19]3[N:20]=[C:21]([NH2:23])[N:22]=[C:18]3[CH:17]=[C:16]([C:24]3[CH:25]=[N:26][CH:27]=[CH:28][CH:29]=3)[CH:15]=2)[CH2:10][CH2:9]1)=[O:7])([CH3:4])([CH3:3])[CH3:2].S([N:40]=[C:41]=[O:42])(C1C=CC(C)=CC=1)(=O)=O.[CH2:43](N)[CH3:44]>CN(C=O)C.C1COCC1>[C:1]([O:5][C:6]([N:8]1[CH2:9][CH2:10][N:11]([C:14]2[N:19]3[N:20]=[C:21]([NH:23][C:41]([NH:40][CH2:43][CH3:44])=[O:42])[N:22]=[C:18]3[CH:17]=[C:16]([C:24]3[CH:25]=[N:26][CH:27]=[CH:28][CH:29]=3)[CH:15]=2)[CH2:12][CH2:13]1)=[O:7])([CH3:4])([CH3:2])[CH3:3]. Reported procedure: The material produced in Step 1 (0.78 g, 2.0 mmol) was split into three batches. Each batch was suspended in DMF (3 mL) and then TsNCO (0.3 ml, 2 mmol) was added. The reaction mixture was stirred at rt overnight. Ethylamine (3 ml of a 2 M solution in THF, 6 mmol) was added and the resulting mixture was irradiated with microwaves at 130° C. for 40 minutes. The three batches were combined, filtered, washed with THF, and dried to afford 4-[2-(3-ethyl-ureido)-7-pyridin-3-yl-[1,2,4]triazolo[1,5-a]pyr... The reactants are NC[C@H]1CN(C[C@H]1O)CCN1C(C=CC2=CC=C(C=C12)F)=O (1-{2-[(3S,4S)-3-(aminomethyl)-4-hydroxy-1-pyrrolidinyl]ethyl}-7-fluoro-2(1H)-quinolinone), C(C)(=O)O[BH-](OC(C)=O)OC(C)=O.[Na+] (Sodium triacetoxyborohydride), ClC1=CC=2OCC(NC2N=C1C=O)=O (7-chloro-3-oxo-3,4-dihydro-2H-pyrido[3,2-b][1,4]oxazine-6-carboxaldehyde), C(Cl)Cl (methylene chloride). The solvent is CO (methanol). Reaction conditions: time 1 hour. The product is ClC1=CC=2OCC(NC2N=C1CNC[C@H]1CN(C[C@H]1O)CCN1C(C=CC2=CC=C(C=C12)F)=O)=O (7-Chloro-6-{[({(3S,4S)-1-[2-(7-fluoro-2-oxo-1(2H)-quinolinyl)ethyl]-4-hydroxy-3-pyrrolidinyl}methyl)amino]methyl}-2H-pyrido[3,2-b][1,4]oxazin-3(4H)-one). RXN SMILES: [NH2:1][CH2:2][C@@H:3]1[C@H:7]([OH:8])[CH2:6][N:5]([CH2:9][CH2:10][N:11]2[C:20]3[C:15](=[CH:16][CH:17]=[C:18]([F:21])[CH:19]=3)[CH:14]=[CH:13][C:12]2=[O:22])[CH2:4]1.[Cl:23][C:24]1[C:33]([CH:34]=O)=[N:32][C:31]2[NH:30][C:29](=[O:36])[CH2:28][O:27][C:26]=2[CH:25]=1.C(Cl)Cl.C(O[BH-](OC(=O)C)OC(=O)C)(=O)C.[Na+]>CO>[Cl:23][C:24]1[C:33]([CH2:34][NH:1][CH2:2][C@@H:3]2[C@H:7]([OH:8])[CH2:6][N:5]([CH2:9][CH2:10][N:11]3[C:20]4[C:15](=[CH:16][CH:17]=[C:18]([F:21])[CH:19]=4)[CH:14]=[CH:13][C:12]3=[O:22])[CH2:4]2)=[N:32][C:31]2[NH:30][C:29](=[O:36])[CH2:28][O:27][C:26]=2[CH:25]=1 |f:3.4|. Procedure: A solution of 1-{2-[(3S,4S)-3-(aminomethyl)-4-hydroxy-1-pyrrolidinyl]ethyl}-7-fluoro-2(1H)-quinolinone (100 mg; 0.33 mmol) and 7-chloro-3-oxo-3,4-dihydro-2H-pyrido[3,2-b][1,4]oxazine-6-carboxaldehyde (for a synthesis see WO2003064421, Example 15(c)) (70 mg, 0.33 mmol) in methanol (2 mL), methylene chloride (4 mL) was stirred at room temperature overnight. Sodium triacetoxyborohydride (130 mg; 0.6 mmol) was added and the mixture was stirred at room temperature for 1 hour. The reaction was evapora...